Dataset: the Open Reaction Database (ORD), a public repository of structured organic reaction records. Task: describe an organic reaction: reactants, conditions, products, and yield The reactants are BrB(Br)Br, O=C([O-])O, COc1cccc(C2CN(C(=O)C3CCc4nc[nH]c4C3)c3ccccc32)c1, ClC(Cl)Cl, ClCCl, [Na+], O. Product: O=C(C1CCc2nc[nH]c2C1)N1CC(c2cccc(O)c2)c2ccccc21. As a reaction SMILES: [B:32]([Br:33])([Br:34])[Br:35].[C:36](=[O:37])([O-:38])[OH:39].[CH3:1][O:2][c:3]1[cH:4][c:5]([CH:9]2[CH2:10][N:11]([C:18](=[O:19])[CH:20]3[CH2:21][c:22]4[c:23]([n:24][cH:25][nH:26]4)[CH2:27][CH2:28]3)[c:12]3[cH:13][cH:14][cH:15][cH:16][c:17]32)[cH:6][cH:7][cH:8]1.[CH:41]([Cl:42])([Cl:43])[Cl:44].[Cl:29][CH2:30][Cl:31].[Na+:40].[OH2:45]>>[OH:2][c:3]1[cH:4][c:5]([CH:9]2[CH2:10][N:11]([C:18](=[O:19])[CH:20]3[CH2:21][c:22]4[c:23]([n:24][cH:25][nH:26]4)[CH2:27][CH2:28]3)[c:12]3[cH:13][cH:14][cH:15][cH:16][c:17]32)[cH:6][cH:7][cH:8]1. The reactants are NC1=C(C(=O)C2=CC=C(C=C2)O)C=C(C=C1)Cl (2-amino-5-chloro-4'-hydroxybenzophenone), BrCC(=O)Br (bromoacetyl bromide), solution, C([O-])([O-])=O.[Na+].[Na+] (sodium carbonate). The solvent is CCOCC (ether), O (water). The product is BrCC(=O)NC1=C(C=C(C=C1)Cl)C(C1=CC=C(C=C1)O)=O (2-Bromo-4'-chloro-2'-(4-hydroxybenzoyl)acetanilide). Reaction SMILES: [NH2:1][C:2]1[CH:16]=[CH:15][C:14]([Cl:17])=[CH:13][C:3]=1[C:4]([C:6]1[CH:11]=[CH:10][C:9]([OH:12])=[CH:8][CH:7]=1)=[O:5].[Br:18][CH2:19][C:20](Br)=[O:21].C(=O)([O-])[O-].[Na+].[Na+]>CCOCC.O>[Br:18][CH2:19][C:20]([NH:1][C:2]1[CH:16]=[CH:15][C:14]([Cl:17])=[CH:13][C:3]=1[C:4](=[O:5])[C:6]1[CH:7]=[CH:8][C:9]([OH:12])=[CH:10][CH:11]=1)=[O:21] |f:2.3.4|. Procedure details: A solution of 41 g (0.165 mole) 2-amino-5-chloro-4'-hydroxybenzophenone in 800 ml of ether and 200 ml of water was cooled to 5°. The mixture was stirred while 20 ml (0.277 mole) of bromoacetyl bromide and a 20% solution of sodium carbonate were added alternately keeping the solution slightly basic. After 20 min. the reaction mixture was filtered to collect 60 g (about 100%) of product mp 201°-202°. Recrystallization from ethanol gave colorless prisms, mp 201°-203°.